This data is from the Open Reaction Database (ORD), a public repository of structured organic reaction records. The task is: describe an organic reaction: reactants, conditions, products, and yield Procedure details: To 4.0 g. (0.015 mole) of N-carbobenzyloxy-4-keto-L-proline are added 20 ml. of hydrogen bromide in acetic acid (30-32%). The mixture is frequently swirled over a period of eight minutes. At the end of this period (effervescence has stopped), the yellow-orange solution is layered over with 250 ml. of ether, triturating the gummy product. The ether is discarded and the resulting tacky solid is triturated with fresh ether and finally with 50 ml. of acetonitrile to give 4-keto-L-proline, hydrobromi... The reactants are C(=O)(OCC1=CC=CC=C1)N1[C@H](C(=O)O)CC(C1)=O (N-carbobenzyloxy-4-keto-L-proline), Br (hydrogen bromide). The product is Br.O=C1C[C@H](NC1)C(=O)O (4-keto-L-proline, hydrobromide). The solvent is C(C)(=O)O (acetic acid). Reaction SMILES: C([N:11]1[CH2:18][C:17](=[O:19])[CH2:16][C@H:12]1[C:13]([OH:15])=[O:14])(OCC1C=CC=CC=1)=O.[BrH:20]>C(O)(=O)C>[BrH:20].[O:19]=[C:17]1[CH2:18][NH:11][C@H:12]([C:13]([OH:15])=[O:14])[CH2:16]1 |f:3.4|. Reaction conditions: time 8 minute. Reactants: CN(C=O)C (N,N-dimethylformamide), ClC1=NC=C(C(=O)O)C=C1 (6-chloronicotinic acid), C1(CCCCC1)O (cyclohexanol), [H-].[Na+] (sodium hydride). Solvent: ice water, C(C)(=O)O (acetic acid). Run at time 1 hour. The product is C1(CCCCC1)OC1=NC=C(C(=O)O)C=C1 (6-cyclohexyloxynicotinic acid). Yield: 91.8%. RXN SMILES: CN(C)C=O.Cl[C:7]1[CH:15]=[CH:14][C:10]([C:11]([OH:13])=[O:12])=[CH:9][N:8]=1.[CH:16]1([OH:22])[CH2:21][CH2:20][CH2:19][CH2:18][CH2:17]1.[H-].[Na+]>C(O)(=O)C>[CH:16]1([O:22][C:7]2[CH:15]=[CH:14][C:10]([C:11]([OH:13])=[O:12])=[CH:9][N:8]=2)[CH2:21][CH2:20][CH2:19][CH2:18][CH2:17]1 |f:3.4|. Procedure details: To 30 ml of N,N-dimethylformamide, 1.00 g (6.4 mmol) of 6-chloronicotinic acid and 2.00 g (20 mmol) of cyclohexanol were dissolved, followed by adding 0.80 g (20 mmol) of 60% sodium hydride, stirring at room temperature for 1 hour and heating under refluxing for 3 hours. The reaction liquid was then poured in 100 ml of ice water, and acetic acid was added to make pH 5. The crystal precipitated was filtered, washed with cold water and hexane, and dried to obtain 1.30 g (yield: 92%) of 6-cyclohexy...